Dataset: the Open Reaction Database (ORD), a public repository of structured organic reaction records. Task: describe an organic reaction: reactants, conditions, products, and yield The reactants are CCO, Cl, [K+], CN(C)S(=O)(=O)Cc1ccc([N+](=O)[O-])cc1, [OH-], O. Yields the product CN(C)S(=O)(=O)Cc1ccc(N)cc1. As a reaction SMILES: [CH3:20][CH2:21][OH:22].[ClH:19].[K+:18].[N+:1]([O-:2])(=[O:3])[c:4]1[cH:5][cH:6][c:7]([CH2:10][S:11](=[O:12])(=[O:13])[N:14]([CH3:15])[CH3:16])[cH:8][cH:9]1.[OH-:17].[OH2:23]>>[NH2:1][c:4]1[cH:5][cH:6][c:7]([CH2:10][S:11](=[O:12])(=[O:13])[N:14]([CH3:15])[CH3:16])[cH:8][cH:9]1. As a reaction SMILES: F[C:2]1[CH:9]=[CH:8][C:7]([CH:10]=[O:11])=[CH:6][C:3]=1[C:4]#[N:5].[F:12][C:13]1[CH:18]=[CH:17][C:16]([OH:19])=[CH:15][CH:14]=1>>[F:12][C:13]1[CH:18]=[CH:17][C:16]([O:19][C:2]2[CH:9]=[CH:8][C:7]([CH:10]=[O:11])=[CH:6][C:3]=2[C:4]#[N:5])=[CH:15][CH:14]=1. Yields the product FC1=CC=C(OC2=C(C#N)C=C(C=C2)C=O)C=C1 (2-(4-fluorophenoxy)-5-formylbenzonitrile). Reactants: D4, FC1=C(C#N)C=C(C=C1)C=O (2-fluoro-5-formylbenzonitrile), FC1=CC=C(C=C1)O (4-fluorophenol). Procedure: The title compound was prepared by a procedure similar to that described for D4 starting from 2-fluoro-5-formylbenzonitrile and 4-fluorophenol.